Dataset: the Open Reaction Database (ORD), a public repository of structured organic reaction records. Task: describe an organic reaction: reactants, conditions, products, and yield The reactants are C(C)(C)(C)OC(NC=1SC(=C(N1)C)C#C[Si](C)(C)C)=O ((4-methyl-5-trimethylsilanylethynyl-thiazol-2-yl)-carbamic acid tert-butyl ester), C(=O)([O-])[O-].[K+].[K+] (K2CO3). The solvent is CO (MeOH). Reaction conditions: time 2 hour. Product: C(C)(C)(C)OC(NC=1SC(=C(N1)C)C#C)=O ((5-Ethynyl-4-methyl-thiazol-2-yl)-carbamic acid tert-butyl ester). Isolated yield 86.0%. RXN SMILES: [C:1]([O:5][C:6](=[O:20])[NH:7][C:8]1[S:9][C:10]([C:14]#[C:15][Si](C)(C)C)=[C:11]([CH3:13])[N:12]=1)([CH3:4])([CH3:3])[CH3:2].C([O-])([O-])=O.[K+].[K+]>CO>[C:1]([O:5][C:6](=[O:20])[NH:7][C:8]1[S:9][C:10]([C:14]#[CH:15])=[C:11]([CH3:13])[N:12]=1)([CH3:4])([CH3:3])[CH3:2] |f:1.2.3|. Procedure details: To the above prepared (4-methyl-5-trimethylsilanylethynyl-thiazol-2-yl)-carbamic acid tert-butyl ester (0.592 g, 1.907 mmol), dissolved in 10 mL of MeOH, was added K2CO3 (0.395 g, 1.5 eq.)) and the mixture was stirred for 2 h at ambient temperature. Pouring onto crashed ice/NH4Cl, twofold extraction with ethyl acetate, washing with water and brine, drying over sodium sulfate, and evaporation to dryness, followed by flash chromatography (SiO2, hexane/ethyl acetate=4/1), produced 0.391 g of the ti... The reactants are COc1ccccc1COCCCOc1ccc(C2CCN(C(=O)OC(C)(C)C)CC2OCc2ccc(Br)c(NC(=O)C(C)C)c2)cc1, CN(C)C=O, Cl, [H-], CC(C)[Si](OCCI)(C(C)C)C(C)C, [Na+]. Product: COc1ccccc1COCCCOc1ccc(C2CCN(C(=O)OC(C)(C)C)CC2OCc2ccc(Br)c(N(CCO[Si](C(C)C)(C(C)C)C(C)C)C(=O)C(C)C)c2)cc1. As a reaction SMILES: [Br:1][c:2]1[c:3]([NH:43][C:44]([CH:45]([CH3:46])[CH3:47])=[O:48])[cH:4][c:5]([CH2:6][O:7][CH:8]2[CH2:9][N:10]([C:34](=[O:35])[O:36][C:37]([CH3:38])([CH3:39])[CH3:40])[CH2:11][CH2:12][CH:13]2[c:14]2[cH:15][cH:16][c:17]([O:20][CH2:21][CH2:22][CH2:23][O:24][CH2:25][c:26]3[c:27]([O:32][CH3:33])[cH:28][cH:29][cH:30][cH:31]3)[cH:18][cH:19]2)[cH:41][cH:42]1.[CH3:66][N:67]([CH3:68])[CH:69]=[O:70].[ClH:65].[H-:49].[I:51][CH2:52][CH2:53][O:54][Si:55]([CH:56]([CH3:57])[CH3:58])([CH:59]([CH3:60])[CH3:61])[CH:62]([CH3:63])[CH3:64].[Na+:50]>>[Br:1][c:2]1[c:3]([N:43]([C:44]([CH:45]([CH3:46])[CH3:47])=[O:48])[CH2:52][CH2:53][O:54][Si:55]([CH:56]([CH3:57])[CH3:58])([CH:59]([CH3:60])[CH3:61])[CH:62]([CH3:63])[CH3:64])[cH:4][c:5]([CH2:6][O:7][CH:8]2[CH2:9][N:10]([C:34](=[O:35])[O:36][C:37]([CH3:38])([CH3:39])[CH3:40])[CH2:11][CH2:12][CH:13]2[c:14]2[cH:15][cH:16][c:17]([O:20][CH2:21][CH2:22][CH2:23][O:24][CH2:25][c:26]3[c:27]([O:32][CH3:33])[cH:28][cH:29][cH:30][cH:31]3)[cH:18][cH:19]2)[cH:41][cH:42]1. Starting materials: ClCCl, CCO, Cl, [K+], [OH-], O, N#CC(=NO)c1ccccc1Oc1ccccc1. Yields the product O=C(O)C(=NO)c1ccccc1Oc1ccccc1. Reaction SMILES: [CH2:26]([Cl:27])[Cl:28].[CH3:19][CH2:20][OH:21].[ClH:24].[K+:23].[OH-:22].[OH2:25].[OH:1][N:2]=[C:3]([C:4]#[N:5])[c:6]1[c:7]([O:12][c:13]2[cH:14][cH:15][cH:16][cH:17][cH:18]2)[cH:8][cH:9][cH:10][cH:11]1>>[OH:1][N:2]=[C:3]([C:4](=[O:22])[OH:25])[c:6]1[c:7]([O:12][c:13]2[cH:14][cH:15][cH:16][cH:17][cH:18]2)[cH:8][cH:9][cH:10][cH:11]1. Reactants: CCO, CCOCn1cc(C(=O)OCC)c(=O)c2cc3cc(F)c(Cl)cc3nc21, [K+], [OH-], O. The product is CCOCn1cc(C(=O)O)c(=O)c2cc3cc(F)c(Cl)cc3nc21. RXN SMILES: [CH3:28][CH2:29][OH:30].[Cl:1][c:2]1[c:3]([F:26])[cH:4][c:5]2[c:6]([n:7][c:8]3[n:9]([CH2:21][O:22][CH2:23][CH3:24])[cH:10][c:11]([C:16](=[O:17])[O:18][CH2:19][CH3:20])[c:12](=[O:15])[c:13]3[cH:14]2)[cH:25]1.[K+:32].[OH-:31].[OH2:27]>>[Cl:1][c:2]1[c:3]([F:26])[cH:4][c:5]2[c:6]([n:7][c:8]3[n:9]([CH2:21][O:22][CH2:23][CH3:24])[cH:10][c:11]([C:16](=[O:17])[OH:18])[c:12](=[O:15])[c:13]3[cH:14]2)[cH:25]1. The reactants are C[C@@]12C(CC[C@H]1[C@@H]1CCC3=CC(C=C[C@]3(C)[C@H]1CC2)=O)=O (androsta-1,4-diene-3,17-dione), O (water), C[Al](C)C (trimethylaluminum), solution, C(C)(C)(C)C1=C(C(=CC(=C1)C)C(C)(C)C)O (2,6-di-tert-butyl-4-methylphenol). Reagents/catalysts: [Ni+2].C/C(=C/C(=O)C)/[O-] (nickel(II) acetylacetonate). The solvent is C(C)(=O)OCC (ethyl acetate), CCCCCC (hexane). Run at temperature 58 celsius. Product: CC1=CC(C=C2CC[C@H]3[C@@H]4CCC([C@@]4(C)CC[C@@H]3[C@@]12C)=O)=O (1-methyl-androsta-1,4-diene-3,17-dione). The yield is 20.1%. RXN SMILES: C[Al](C)C.[C:5](C1C=C(C)C=C(C(C)(C)C)C=1O)(C)(C)C.[CH3:21][C@:22]12[CH2:39][CH2:38][C@H:37]3[C@@H:27]([CH2:28][CH2:29][C:30]4[C@:35]3([CH3:36])[CH:34]=[CH:33][C:32](=[O:40])[CH:31]=4)[C@@H:26]1[CH2:25][CH2:24][C:23]2=[O:41].O>CCCCCC.C(OCC)(=O)C.[Ni+2].C/C(/[O-])=C/C(C)=O>[CH3:5][C:34]1[C@@:35]2([CH3:36])[C:30]([CH2:29][CH2:28][C@@H:27]3[C@@H:37]2[CH2:38][CH2:39][C@@:22]2([CH3:21])[C@H:26]3[CH2:25][CH2:24][C:23]2=[O:41])=[CH:31][C:32](=[O:40])[CH:33]=1 |f:6.7|. Procedure: 12 ml (12 mmol) of trimethylaluminum of a 10% solution in hexane is introduced at room temperature under nitrogen atmosphere. With stirring, 2.64 g of 2,6-di-tert-butyl-4-methylphenol is added in portions. The solution is stirred for 30 more minutes and 2.84 g (10 mmol) of androsta-1,4-diene-3,17-dione in 20 ml of ethyl acetate is added at 25° C. The solution is heated to 58° C. At 58° C., 143 mg of nickel(II)-acetylacetonate is added. The solution is stirred for 2.5 more hours at a temperature ... The reactants are O.NN (Hydrazine hydrate), C(C)(=O)C1=C(C(=C(S1)C1=CC(=NC=C1)F)C#N)C1=C(C=C(C=C1)Cl)Cl (5-acetyl-4-(2,4-dichlorophenyl)-2-(2-fluoropyridin-4-yl)thiophene-3-carbonitrile), COC(N(C)C)OC (1,1-Dimethoxy-N,N-dimethylmethanamine), CC(=O)O (AcOH). Run at temperature 90 celsius. Product: ClC1=C(C=CC(=C1)Cl)C=1C(=C(SC1C1=CC=NN1)C1=CC(=NC=C1)F)C#N (4-(2,4-dichlorophenyl)-2-(2-fluoropyridin-4-yl)-5-(1H-pyrazol-5-yl)thiophene-3-carbonitrile). Yield: 78.7%. As a reaction SMILES: [C:1]([C:4]1[S:8][C:7]([C:9]2[CH:14]=[CH:13][N:12]=[C:11]([F:15])[CH:10]=2)=[C:6]([C:16]#[N:17])[C:5]=1[C:18]1[CH:23]=[CH:22][C:21]([Cl:24])=[CH:20][C:19]=1[Cl:25])(=O)[CH3:2].COC(OC)[N:29]([CH3:31])C.CC(O)=O.O.[NH2:39]N>>[Cl:25][C:19]1[CH:20]=[C:21]([Cl:24])[CH:22]=[CH:23][C:18]=1[C:5]1[C:6]([C:16]#[N:17])=[C:7]([C:9]2[CH:14]=[CH:13][N:12]=[C:11]([F:15])[CH:10]=2)[S:8][C:4]=1[C:1]1[NH:39][N:29]=[CH:31][CH:2]=1 |f:3.4|. Procedure details: A solution of [A] 5-acetyl-4-(2,4-dichlorophenyl)-2-(2-fluoropyridin-4-yl)thiophene-3-carbonitrile (0.407 g, 1.04 mmol) in 1,1-Dimethoxy-N,N-dimethylmethanamine (5.53 mL, 41.6 mmol) was irradiated in microwave at 120° C. for 20 min. The solvent was removed and the residue was taken up by AcOH (21 mL, 370 mmol). Hydrazine hydrate (3 mL, 60 mmol) was added the above mixture and then heated at 90° C. for 10 min. The mixture was concentrated and the residue was suspended in water. The precipitated w...